Dataset: the Open Reaction Database (ORD), a public repository of structured organic reaction records. Task: describe an organic reaction: reactants, conditions, products, and yield Starting materials: CCO, Cc1cccc([N+](=O)[O-])c1N, [H][H]. Product: Cc1cccc(N)c1N. Reaction SMILES: [CH3:14][CH2:15][OH:16].[CH3:1][c:2]1[c:3]([NH2:4])[c:5]([N+:9]([O-:10])=[O:11])[cH:6][cH:7][cH:8]1.[H:12][H:13]>>[CH3:1][c:2]1[c:3]([NH2:4])[c:5]([NH2:9])[cH:6][cH:7][cH:8]1. The reactants are FC(C=1C=C(COCC2(OCCC3=CC=CC=C23)CCO)C=C(C1)C(F)(F)F)(F)F (2-(1-((3,5-bis(trifluoromethyl)benzyloxy)methyl)isochroman-1-yl)ethanol), C1(C=2C(C(N1)=O)=CC=CC2)=O (phthalimide), CCOC(=O)/N=N/C(=O)OCC (diethylazodicarboxylate). Run in O1CCCC1 (tetrahydrofuran). Run at time 1 hour. Product: FC(C=1C=C(COCC2(OCCC3=CC=CC=C23)CCN2C(C3=CC=CC=C3C2=O)=O)C=C(C1)C(F)(F)F)(F)F (2-(2-(1-((3,5-Bis(trifluoromethyl)benzyloxy)methyl)isochroman-1-yl)ethyl)isoindoline-1,3-dione). RXN SMILES: [F:1][C:2]([F:30])([F:29])[C:3]1[CH:4]=[C:5]([CH:22]=[C:23]([C:25]([F:28])([F:27])[F:26])[CH:24]=1)[CH2:6][O:7][CH2:8][C:9]1([CH2:19][CH2:20]O)[C:18]2[C:13](=[CH:14][CH:15]=[CH:16][CH:17]=2)[CH2:12][CH2:11][O:10]1.[C:31]1(=[O:41])[NH:35][C:34](=[O:36])[C:33]2=[CH:37][CH:38]=[CH:39][CH:40]=[C:32]12.CCOC(/N=N/C(OCC)=O)=O>O1CCCC1>[F:26][C:25]([F:27])([F:28])[C:23]1[CH:22]=[C:5]([CH:4]=[C:3]([C:2]([F:30])([F:1])[F:29])[CH:24]=1)[CH2:6][O:7][CH2:8][C:9]1([CH2:19][CH2:20][N:35]2[C:31](=[O:41])[C:32]3[C:33](=[CH:37][CH:38]=[CH:39][CH:40]=3)[C:34]2=[O:36])[C:18]2[C:13](=[CH:14][CH:15]=[CH:16][CH:17]=2)[CH2:12][CH2:11][O:10]1. Procedure: To a solution of 2-(1-((3,5-bis(trifluoromethyl)benzyloxy)methyl)isochroman-1-yl)ethanol (100 mg, 0.230 mmol), phthalimide (50.8 mg, 0.345 mmol), and tetrahydrofuran (2 mL) at 0° C. was added diethylazodicarboxylate (0.055 mL, 0.345 mmol) dropwise. The ice bath was removed and stirring continued for 1 h. The reaction was quenched by addition of saturated ammonium chloride and extracted with ethyl acetate (2×) which was washed with brine, dried over magnesium sulfate, and concentrated. Column chr... The reactants are FCCBr, O=C([O-])[O-], CS(C)=O, [I-], [K+], [K+], [K+], CC(C)(C)OC(=O)N1CCN(c2ccc(O)cc2)CC1. Yields the product CC(C)(C)OC(=O)N1CCN(c2ccc(OCCF)cc2)CC1. RXN SMILES: [Br:29][CH2:30][CH2:31][F:32].[C:21](=[O:22])([O-:23])[O-:24].[CH3:33][S:34]([CH3:35])=[O:36].[I-:28].[K+:25].[K+:26].[K+:27].[OH:1][c:2]1[cH:3][cH:4][c:5]([N:8]2[CH2:9][CH2:10][N:11]([C:14](=[O:15])[O:16][C:17]([CH3:18])([CH3:19])[CH3:20])[CH2:12][CH2:13]2)[cH:6][cH:7]1>>[O:1]([c:2]1[cH:3][cH:4][c:5]([N:8]2[CH2:9][CH2:10][N:11]([C:14](=[O:15])[O:16][C:17]([CH3:18])([CH3:19])[CH3:20])[CH2:12][CH2:13]2)[cH:6][cH:7]1)[CH2:30][CH2:31][F:32].